Dataset: the Open Reaction Database (ORD), a public repository of structured organic reaction records. Task: describe an organic reaction: reactants, conditions, products, and yield As a reaction SMILES: [C:1]([O-:15])(=[O:14])[CH2:2][CH2:3][NH:4][C:5](=[O:13])[C@@H:6]([C:8]([CH2:11][OH:12])([CH3:10])[CH3:9])[OH:7].C1[C@H](N)[C@@H](O[C@H]2O[C@H](CN)[C@@H](O)[C@H](O)[C@H]2O)[C@H](O)[C@@H](O[C@H]2O[C@H](CO)[C@@H](O)[C@H](N)[C@H]2O)[C@@H]1N.N[C@H](C(O)=O)[C@H](CC)C.C[C@]1(O)[C@@H]2C(=C(O)[C@]3(O)C(=O)C(C(N)=O)=C(O)[C@@H](N(C)C)[C@@H]3C2)C(=O)C2C(O)=CC=CC1=2>>[C:1]([OH:15])(=[O:14])[CH2:2][CH2:3][NH:4][C:5](=[O:13])[C@@H:6]([C:8]([CH2:11][OH:12])([CH3:10])[CH3:9])[OH:7]. Reported procedure: The formation of pantothenate by the C. glutamicum strains ATCC13032ΔilvA/pND-D2 and ATCC13032ΔilvA/pND-D2, pT-pfkAexp was tested in medium CGXII (Keilhauer et al., 1993, Journal of Bacteriology, 175:5595-5603; table 1), which had been supplemented with 25 μg/ml kanamycin, 2 mM isoleucine and in the case of the strain ATCC13032ΔilvA/pND-D2, pT-pfkAexp with additionally 10 μg/ml tetracycline. The product is C(CCNC([C@H](O)C(C)(C)CO)=O)(=O)O (Pantothenic Acid). The reactants are C(CCNC([C@H](O)C(C)(C)CO)=O)(=O)[O-] (pantothenate), C[C@]1(C=2C=CC=C(C2C(=O)C3=C([C@]4([C@@H](C[C@@H]31)[C@@H](C(=C(C4=O)C(=O)N)O)N(C)C)O)O)O)O (tetracycline), C1[C@H]([C@@H]([C@H]([C@@H]([C@H]1N)O[C@@H]2[C@@H]([C@H]([C@@H]([C@H](O2)CN)O)O)O)O)O[C@@H]3[C@@H]([C@H]([C@@H]([C@H](O3)CO)O)N)O)N (kanamycin), N[C@@H]([C@@H](C)CC)C(=O)O (isoleucine). Starting materials: FC1=CC=C(C=C1)[C@@H]1CC[C@H](CC1)N1CCNCC1 (trans 1-[4-(4-fluorophenyl)-1-cyclohexyl]piperazine), FC1=C(CBr)C=C(C=C1)F (2,5-difluorobenzyl bromide). Reported procedure: The title compound was prepared from trans 1-[4-(4-fluorophenyl)-1-cyclohexyl]piperazine and 2,5-difluorobenzyl bromide by the method described in example 15 to give the product (69%, mp: 85°-86° C.). Calc'd for C23H27F3N2 : C, 71.12%; H, 7.01%; N, 7.22%. Found: C, 71.11%; H, 7.01%; N, 7.19%. Isolated yield 69.0%. RXN SMILES: [F:1][C:2]1[CH:7]=[CH:6][C:5]([C@H:8]2[CH2:13][CH2:12][C@H:11]([N:14]3[CH2:19][CH2:18][NH:17][CH2:16][CH2:15]3)[CH2:10][CH2:9]2)=[CH:4][CH:3]=1.[F:20][C:21]1[CH:28]=[CH:27][C:26]([F:29])=[CH:25][C:22]=1[CH2:23]Br>>[F:1][C:2]1[CH:7]=[CH:6][C:5]([C@H:8]2[CH2:9][CH2:10][C@H:11]([N:14]3[CH2:15][CH2:16][N:17]([CH2:23][C:22]4[CH:25]=[C:26]([F:29])[CH:27]=[CH:28][C:21]=4[F:20])[CH2:18][CH2:19]3)[CH2:12][CH2:13]2)=[CH:4][CH:3]=1. Yields the product FC1=CC=C(C=C1)[C@@H]1CC[C@H](CC1)N1CCN(CC1)CC1=C(C=CC(=C1)F)F (Trans 1-[4-(4-fluorophenyl)-1-cyclohexyl]-4-[(2,5-difluorophenyl)methyl]piperazine), product. Starting materials: CCOCC, CN(N=O)C(=N)N[N+](=O)[O-], ClCCl, [Na+], [OH-], COCn1cc2cc(CC(O)C(=O)O)cc(C)c2n1. Product: COCn1cc2cc(CC(O)C(=O)OC)cc(C)c2n1. As a reaction SMILES: [CH3:3][CH2:4][O:5][CH2:6][CH3:7].[CH3:8][N:9]([N:10]=[O:11])[C:12]([NH:13][N+:14]([O-:15])=[O:16])=[NH:17].[Cl:37][CH2:38][Cl:39].[Na+:2].[OH-:1].[OH:18][CH:19]([C:20](=[O:21])[OH:22])[CH2:23][c:24]1[cH:25][c:26]2[cH:27][n:28]([CH2:34][O:35][CH3:36])[n:29][c:30]2[c:31]([CH3:33])[cH:32]1>>[CH3:3][O:22][C:20]([CH:19]([OH:18])[CH2:23][c:24]1[cH:25][c:26]2[cH:27][n:28]([CH2:34][O:35][CH3:36])[n:29][c:30]2[c:31]([CH3:33])[cH:32]1)=[O:21]. The reactants are FC([C@@H](C=1C=NC(=CC1)NN)N1C[C@H](CC1)NC(OC(C)(C)C)=O)(F)F (tert-butyl (S)-1-((R)-2,2,2-trifluoro-1-(6-hydrazinylpyridin-3-yl)ethyl)pyrrolidin-3-ylcarbamate), C(C)(=O)O.C(C)(=O)O.I(=O)C1=CC=CC=C1 (iodosobenzene diacetate), C([O-])(O)=O.[Na+] (sodium bicarbonate), COCCOC1=CC=C2C=CC(=NC2=C1)C=O (7-(2-methoxyethoxy)quinoline-2-carbaldehyde), C(C)O (ethanol). Run in C(C)(=O)OCC (Ethyl acetate). Conditions: time 12 hour. Yields the product FC([C@@H](C=1C=CC=2N(C1)C(=NN2)C2=NC1=CC(=CC=C1C=C2)OCCOC)N2C[C@H](CC2)NC(OC(C)(C)C)=O)(F)F (tert-butyl (S)-1-((R)-2,2,2-trifluoro-1-(3-(7-(2-methoxyethoxy)quinolin-2-yl)-[1,2,4]triazolo[4,3-a]pyridin-6-yl)ethyl)pyrrolidin-3-ylcarbamate). Isolated yield 64.3%. As a reaction SMILES: [F:1][C:2]([F:26])([F:25])[C@H:3]([N:12]1[CH2:16][CH2:15][C@H:14]([NH:17][C:18](=[O:24])[O:19][C:20]([CH3:23])([CH3:22])[CH3:21])[CH2:13]1)[C:4]1[CH:5]=[N:6][C:7]([NH:10][NH2:11])=[CH:8][CH:9]=1.[CH3:27][O:28][CH2:29][CH2:30][O:31][C:32]1[CH:41]=[C:40]2[C:35]([CH:36]=[CH:37][C:38]([CH:42]=O)=[N:39]2)=[CH:34][CH:33]=1.C(O)C.C(O)(=O)C.C(O)(=O)C.I(C1C=CC=CC=1)=O.C(=O)(O)[O-].[Na+]>C(OCC)(=O)C>[F:26][C:2]([F:25])([F:1])[C@H:3]([N:12]1[CH2:16][CH2:15][C@H:14]([NH:17][C:18](=[O:24])[O:19][C:20]([CH3:22])([CH3:23])[CH3:21])[CH2:13]1)[C:4]1[CH:9]=[CH:8][C:7]2[N:6]([C:42]([C:38]3[CH:37]=[CH:36][C:35]4[C:40](=[CH:41][C:32]([O:31][CH2:30][CH2:29][O:28][CH3:27])=[CH:33][CH:34]=4)[N:39]=3)=[N:11][N:10]=2)[CH:5]=1 |f:3.4.5,6.7|. Reported procedure: A solution of tert-butyl (S)-1-((R)-2,2,2-trifluoro-1-(6-hydrazinylpyridin-3-yl)ethyl)pyrrolidin-3-ylcarbamate (0.20 g, 0.53 mmol) and 7-(2-methoxyethoxy)quinoline-2-carbaldehyde (0.12 g, 0.53 mmol) in ethanol (2.7 mL, 0.53 mmol) was allowed to stir at ambient temperature for 12 hours. The solvent was removed under reduced pressure. The residue was dissolved in dichloromethane (2.7 mL) and iodosobenzene diacetate (0.19 g, 0.59 mmol) was added. The reaction mixture was stirred at ambient temperat...